This data is from the Open Reaction Database (ORD), a public repository of structured organic reaction records. The task is: describe an organic reaction: reactants, conditions, products, and yield Starting materials: ClC1=CC(=C(N)C=C1C(C)OC)F (4-chloro-2-fluoro-5-(1-methoxyethyl)aniline), C1(C2C(C(=O)O1)CCC=C2)=O (tetrahydrophthalic anhydride), C(C)(=O)O (acetic acid). The solvent is C(C)OCC (diethyl ether). Product: ClC1=CC(=C(C=C1C(C)OC)N1C(C2=C(C1=O)CCCC2)=O)F (N-[4-chloro-2-fluoro-5-(1-methoxyethyl)phenyl]-3,4,5,6-tetrahydrophthalimide). Yield: 40.8%. As a reaction SMILES: [Cl:1][C:2]1[C:8]([CH:9]([O:11][CH3:12])[CH3:10])=[CH:7][C:5]([NH2:6])=[C:4]([F:13])[CH:3]=1.[C:14]1(=O)[O:19][C:17](=[O:18])[CH:16]2[CH2:20][CH2:21][CH:22]=[CH:23][CH:15]12.C(O)(=O)C>C(OCC)C>[Cl:1][C:2]1[C:8]([CH:9]([O:11][CH3:12])[CH3:10])=[CH:7][C:5]([N:6]2[C:17](=[O:18])[C:16]3[CH2:20][CH2:21][CH2:22][CH2:23][C:15]=3[C:14]2=[O:19])=[C:4]([F:13])[CH:3]=1. Procedure details: A mixture of 0.58 g (0.0029 mole) of 4-chloro-2-fluoro-5-(1-methoxyethyl)aniline, 0.82 g (0.0054 mole) of tetrahydrophthalic anhydride, and 15 ml of acetic acid was refluxed overnight. The acetic acid was then evaporated under reduced pressure, leaving a residue which was dissolved in diethyl ether. This solution was washed successively with water and an aqueous solution of sodium bicarbonate. The solution was dried, filtered, and the solvent was evaporated under reduced pressure leaving a resid...